The task is: describe an organic reaction: reactants, conditions, products, and yield. This data is from the Open Reaction Database (ORD), a public repository of structured organic reaction records. Reactants: [Cr](=O)(=O)([O-])O[Cr](=O)(=O)[O-].[K+].[K+] (potassium dichromate), OS(=O)(=O)O (H2SO4). Solvent: O (water), O (water). Yields the product [Cr](=O)(=O)([O-])O[Cr](=O)(=O)[O-].[K+].[K+].S(O)(O)(=O)=O (potassium dichromate sulfuric acid). As a reaction SMILES: [Cr:1]([O:5][Cr:6]([O-:9])(=[O:8])=[O:7])([O-:4])(=[O:3])=[O:2].[K+:10].[K+].[OH:12][S:13]([OH:16])(=[O:15])=[O:14]>O>[Cr:1]([O:5][Cr:6]([O-:9])(=[O:8])=[O:7])([O-:4])(=[O:3])=[O:2].[K+:10].[K+:10].[S:13](=[O:14])(=[O:12])([OH:16])[OH:15] |f:0.1.2,5.6.7.8|. Procedure: 2 g of PVG were suspended in 100 ml of distilled water and a solution of 0.74 g of potassium dichromate (0.05 molar) and 7.5 ml of 2N H2SO4 in 50 ml of distilled water were added dropwise while stirring. The suspension was stirred for 15 minutes at room temperature, the reaction product was separated by centrifugation and washed with distilled water. Starting materials: ClC1=CC=C(OC)C=C1, OB(O)C1=CC=C(C(F)(F)F)C=C1. The reagents and catalysts are O (water), O=P([O-])([O-])[O-].[K+].[K+].[K+] (K3PO4), C1=C\CC/C=C\CC/1.C1=C\CC/C=C\CC/1.[Ni] (Ni(cod)2), CN(c1cccc(c1c1ccccc1P(C1CCCCC1)C1CCCCC1)N(C)C)C (CPhos). Run in C1COCCO1 (dioxane), C1COCCO1 (dioxane), C1COCCO1 (dioxane), C1COCCO1 (dioxane). Conditions: temperature 60 celsius, time 2 hour. The product is FC(C(C=C1)=CC=C1C2=CC=C(OC)C=C2)(F)F. Yield: 3.0%. Procedure: pre-ligate Ni(cod)2 and phosphine ligand in dioxane for 15 minutes in a separate plate